Dataset: the Open Reaction Database (ORD), a public repository of structured organic reaction records. Task: describe an organic reaction: reactants, conditions, products, and yield The reactants are C1(=CC=CC=C1)NN (phenylhydrazine), C1(CCC(CC1)=O)=O (1,4-cyclohexanedione). Yields the product C1=C2C(=CC=C1)NC=1C2=CC=2NC3=CC=CC=C3C2C1 (5,11-Dihydridoindolo[3,2-b]carbazole). As a reaction SMILES: [C:1]1([NH:7]N)[CH:6]=[CH:5][CH:4]=[CH:3][CH:2]=1.[C:9]1(=O)[CH2:14][CH2:13][C:12](=O)[CH2:11][CH2:10]1>>[CH:3]1[CH:4]=[CH:5][CH:6]=[C:1]2[NH:7][C:10]3[C:9](=[CH:14][C:13]4[NH:7][C:1]5[C:6]([C:12]=4[CH:11]=3)=[CH:5][CH:4]=[CH:3][CH:2]=5)[C:2]=12. Procedure details: 5,11-Dihydridoindolo[3,2-b]carbazole was synthesized by double Fischer indolization starting from phenylhydrazine and 1,4-cyclohexanedione according to the method described in B. Robinson, J. Chem. Soc. 1963, 3097-3099. Reactants: COC(=O)c1ccc(C(=O)CN=[N+]=[N-])cc1, CO, Cl, [H][H]. Yields the product COC(=O)c1ccc(C(=O)CN)cc1, Cl. RXN SMILES: [CH3:1][O:2][C:3]([c:4]1[cH:5][cH:6][c:7]([C:10]([CH2:11][N:12]=[N+:13]=[N-:14])=[O:15])[cH:8][cH:9]1)=[O:16].[CH3:20][OH:21].[ClH:17].[H:18][H:19]>>[CH3:1][O:2][C:3]([c:4]1[cH:5][cH:6][c:7]([C:10]([CH2:11][NH2:12])=[O:15])[cH:8][cH:9]1)=[O:16].[ClH:17]. The reactants are Cl.Cl.N12C[C@@H](C(CC1)CC2)N ((R)-1-azabicyclo[2.2.2]oct-3-ylamine dihydrochloride), C1(=CC=CC=C1)/C(/C(=O)O)=C\C1=CC=CC=C1 (E-2,3-diphenylpropenoic acid). Product: N12C[C@@H](C(CC1)CC2)NC(\C(=C\C2=CC=CC=C2)\C2=CC=CC=C2)=O ((R)-N-(1-Azabicyclo[2.2.2]oct-3-yl)(E-2,3-diphenylpropenamide)). Reaction SMILES: Cl.Cl.[N:3]12[CH2:10][CH2:9][CH:6]([CH2:7][CH2:8]1)[C@@H:5]([NH2:11])[CH2:4]2.[C:12]1(/[C:18](=[CH:22]\[C:23]2[CH:28]=[CH:27][CH:26]=[CH:25][CH:24]=2)/[C:19](O)=[O:20])[CH:17]=[CH:16][CH:15]=[CH:14][CH:13]=1>>[N:3]12[CH2:10][CH2:9][CH:6]([CH2:7][CH2:8]1)[C@@H:5]([NH:11][C:19](=[O:20])/[C:18](/[C:12]1[CH:17]=[CH:16][CH:15]=[CH:14][CH:13]=1)=[CH:22]/[C:23]1[CH:28]=[CH:27][CH:26]=[CH:25][CH:24]=1)[CH2:4]2 |f:0.1.2|. Procedure: Prepared as free base by a method analogous to that described in Example 1 from (R)-1-azabicyclo[2.2.2]oct-3-ylamine dihydrochloride and E-2,3-diphenylpropenoic acid; MS (ES+) 333 (MH+). Reactants: [Al+3], CCCCCC, O=C(Cl)CC1CCCC1, [Cl-], [Cl-], [Cl-], COc1cccc(Cl)c1Cl, ClCCl, Cl, O. The product is COc1ccc(C(=O)CC2CCCC2)c(Cl)c1Cl. RXN SMILES: [Al+3:21].[CH3:28][CH2:29][CH2:30][CH2:31][CH2:32][CH3:33].[CH:11]1([CH2:16][C:17](=[O:18])[Cl:19])[CH2:12][CH2:13][CH2:14][CH2:15]1.[Cl-:20].[Cl-:22].[Cl-:23].[Cl:1][c:2]1[c:3]([O:9][CH3:10])[cH:4][cH:5][cH:6][c:7]1[Cl:8].[Cl:25][CH2:26][Cl:27].[ClH:24].[OH2:34]>>[Cl:1][c:2]1[c:3]([O:9][CH3:10])[cH:4][cH:5][c:6]([C:17]([CH2:16][CH:11]2[CH2:12][CH2:13][CH2:14][CH2:15]2)=[O:18])[c:7]1[Cl:8]. The yield is 63.0%. Reaction conditions: time 36 hour. Reactants: solution, OO (hydrogen peroxide), C1(=CC=CC=C1)S/C=C/C(=O)N[C@H](CC(=O)OCC)C(=O)OCC (Diethyl N-[3-phenylthio-2(E)-propenoyl]-(R)-aspartate). Reaction SMILES: [C:1]1([S:7]/[CH:8]=[CH:9]/[C:10]([NH:12][C@@H:13]([C:20]([O:22][CH2:23][CH3:24])=[O:21])[CH2:14][C:15]([O:17][CH2:18][CH3:19])=[O:16])=[O:11])[CH:6]=[CH:5][CH:4]=[CH:3][CH:2]=1.[OH:25]O>C(O)(=O)C.O>[C:1]1([S:7](/[CH:8]=[CH:9]/[C:10]([NH:12][C@@H:13]([C:20]([O:22][CH2:23][CH3:24])=[O:21])[CH2:14][C:15]([O:17][CH2:18][CH3:19])=[O:16])=[O:11])=[O:25])[CH:6]=[CH:5][CH:4]=[CH:3][CH:2]=1. Product: C1(=CC=CC=C1)S(=O)/C=C/C(=O)N[C@H](CC(=O)OCC)C(=O)OCC (Diethyl N-[3-phenylsulfinyl-2(E)-propenoyl]-(R)-aspartate). Procedure: Diethyl N-[3-phenylthio-2(E)-propenoyl]-(R)-aspartate (3.51 g, 10 mmol) was dissolved in glacial acetic acid (30 ml) and a 30% solution of hydrogen peroxide (1.4 ml) was added and the mixture was stirred at room temperature for 36 hours, then diluted with water (100 ml) and extracted twice with dichloromethane (50 ml each). The organic phase was dried over anhydrous sodium sulfate, the solvents were evaporated and the residue was suspended in carbon tetrachloride and filtered to give a crude pro... Run in O (water), C(C)(=O)O (acetic acid). Starting materials: CC(=O)O, O=C(CCc1ccc(Cl)cc1)NCC1CCc2c(ncn2C(c2ccccc2)(c2ccccc2)c2ccccc2)C1, O. Yields the product O=C(CCc1ccc(Cl)cc1)NCC1CCc2[nH]cnc2C1. As a reaction SMILES: [CH3:42][C:43](=[O:44])[OH:45].[Cl:1][c:2]1[cH:3][cH:4][c:5]([CH2:8][CH2:9][C:10](=[O:11])[NH:12][CH2:13][CH:14]2[CH2:15][c:16]3[c:17]([n:18]([C:21]([c:22]4[cH:23][cH:24][cH:25][cH:26][cH:27]4)([c:28]4[cH:29][cH:30][cH:31][cH:32][cH:33]4)[c:34]4[cH:35][cH:36][cH:37][cH:38][cH:39]4)[cH:19][n:20]3)[CH2:40][CH2:41]2)[cH:6][cH:7]1.[OH2:46]>>[Cl:1][c:2]1[cH:3][cH:4][c:5]([CH2:8][CH2:9][C:10](=[O:11])[NH:12][CH2:13][CH:14]2[CH2:15][c:16]3[c:17]([nH:18][cH:19][n:20]3)[CH2:40][CH2:41]2)[cH:6][cH:7]1.